This data is from the Open Reaction Database (ORD), a public repository of structured organic reaction records. The task is: describe an organic reaction: reactants, conditions, products, and yield Reactants: ClCCCCCCOc1ccc(C2=C(c3ccccc3)CCCc3cc(OC4CCCCO4)ccc32)cc1, C1CCOC1, O, O=C(O)C(=O)O. The product is Oc1ccc2c(c1)CCCC(c1ccccc1)=C2c1ccc(OCCCCCCCl)cc1. RXN SMILES: [Cl:1][CH2:2][CH2:3][CH2:4][CH2:5][CH2:6][CH2:7][O:8][c:9]1[cH:10][cH:11][c:12]([C:15]2=[C:16]([c:33]3[cH:34][cH:35][cH:36][cH:37][cH:38]3)[CH2:17][CH2:18][CH2:19][c:20]3[c:21]2[cH:22][cH:23][c:24]([O:26][CH:27]2[CH2:28][CH2:29][CH2:30][CH2:31][O:32]2)[cH:25]3)[cH:13][cH:14]1.[O:45]1[CH2:46][CH2:47][CH2:48][CH2:49]1.[OH2:50].[OH:39][C:40]([C:41](=[O:42])[OH:43])=[O:44]>>[Cl:1][CH2:2][CH2:3][CH2:4][CH2:5][CH2:6][CH2:7][O:8][c:9]1[cH:10][cH:11][c:12]([C:15]2=[C:16]([c:33]3[cH:34][cH:35][cH:36][cH:37][cH:38]3)[CH2:17][CH2:18][CH2:19][c:20]3[c:21]2[cH:22][cH:23][c:24]([OH:26])[cH:25]3)[cH:13][cH:14]1.